From a dataset of the Open Reaction Database (ORD), a public repository of structured organic reaction records. describe an organic reaction: reactants, conditions, products, and yield Starting materials: CN(C=O)C (N,N-dimethylformamide), BrC1=CC=C(OC=2C=C(C(=NC2)NC2=NC(=NS2)C2CCN(CC2)C(=O)OC(C)(C)C)SC2=C(C=CC=C2)Cl)C=C1 (tert-Butyl 4-(5-(5-(4-bromophenoxy)-3-(2-chlorophenylthio)pyridin-2-ylamino)-1,2,4-thiadiazol-3-yl)piperidine-1-carboxylate), C[Li] (Methyllithium), C(CCC)[Li] (Butyllithium), [NH4+].[Cl-] (NH4Cl). The solvent is C1CCOC1 (THF). Conditions: temperature -78 celsius, time 5 minute. The product is ClC1=C(C=CC=C1)SC=1C(=NC=C(C1)OC1=CC=C(C=C1)C=O)NC1=NC(=NS1)C1CCN(CC1)C(=O)OC(C)(C)C (tert-butyl 4-(5-(3-(2-chlorophenylthio)-5-(4-formylphenoxy)pyridin-2-ylamino)-1,2,4-thiadiazol-3-yl)piperidine-1-carboxylate). Yield: 39.5%. Reaction SMILES: Br[C:2]1[CH:41]=[CH:40][C:5]([O:6][C:7]2[CH:8]=[C:9]([S:32][C:33]3[CH:38]=[CH:37][CH:36]=[CH:35][C:34]=3[Cl:39])[C:10]([NH:13][C:14]3[S:18][N:17]=[C:16]([CH:19]4[CH2:24][CH2:23][N:22]([C:25]([O:27][C:28]([CH3:31])([CH3:30])[CH3:29])=[O:26])[CH2:21][CH2:20]4)[N:15]=3)=[N:11][CH:12]=2)=[CH:4][CH:3]=1.C[Li].C([Li])CCC.CN(C)[CH:51]=[O:52].[NH4+].[Cl-]>C1COCC1>[Cl:39][C:34]1[CH:35]=[CH:36][CH:37]=[CH:38][C:33]=1[S:32][C:9]1[C:10]([NH:13][C:14]2[S:18][N:17]=[C:16]([CH:19]3[CH2:24][CH2:23][N:22]([C:25]([O:27][C:28]([CH3:31])([CH3:30])[CH3:29])=[O:26])[CH2:21][CH2:20]3)[N:15]=2)=[N:11][CH:12]=[C:7]([O:6][C:5]2[CH:40]=[CH:41][C:2]([CH:51]=[O:52])=[CH:3][CH:4]=2)[CH:8]=1 |f:4.5|. Procedure: tert-Butyl 4-(5-(5-(4-bromophenoxy)-3-(2-chlorophenylthio)pyridin-2-ylamino)-1,2,4-thiadiazol-3-yl)piperidine-1-carboxylate (500 mg, 0.741 mmol) was dissolved in THF (7 mL) and cooled to −78° C. Methyllithium (556 μL, 0.889 mmol) was added and the reaction was stirred for 5 minutes. Butyllithium (356 μL, 0.889 mmol) was added and the reaction was stirred for 5 minutes. N,N-dimethylformamide (115 μL, 1.48 mmol) was added and the reaction was slowly warmed to ambient temperature. The reaction was ... The reactants are C1CCOC1, CN1CCC(O)CC1, CC(=O)Nc1cccc(O)c1, c1ccc(P(c2ccccc2)c2ccccc2)cc1. Yields the product CC(=O)Nc1cccc(OC2CCN(C)CC2)c1. As a reaction SMILES: [O:39]1[CH2:40][CH2:41][CH2:42][CH2:43]1.[OH:12][CH:13]1[CH2:14][CH2:15][N:16]([CH3:19])[CH2:17][CH2:18]1.[OH:1][c:2]1[cH:3][c:4]([NH:8][C:9]([CH3:10])=[O:11])[cH:5][cH:6][cH:7]1.[c:20]1([P:21]([c:22]2[cH:23][cH:24][cH:25][cH:26][cH:27]2)[c:28]2[cH:29][cH:30][cH:31][cH:32][cH:33]2)[cH:34][cH:35][cH:36][cH:37][cH:38]1>>[O:1]([c:2]1[cH:3][c:4]([NH:8][C:9]([CH3:10])=[O:11])[cH:5][cH:6][cH:7]1)[CH:13]1[CH2:14][CH2:15][N:16]([CH3:19])[CH2:17][CH2:18]1. Starting materials: [OH-].[Na+] (sodium hydroxide), C(=N)(N)NN.Cl (aminoguanidine hydrochloride), C(C)(=O)[O-].[Na+] (sodium acetate), C(C1=CC=CC=C1)(=O)Cl (benzoyl chloride). Run in O (water), C(C)(=O)O (acetic acid). Reaction conditions: temperature 10 celsius. Yields the product C(C1=CC=CC=C1)(=O)NNC(=N)N (1-benzamidoguanidine). As a reaction SMILES: [C:1]([NH:4][NH2:5])([NH2:3])=[NH:2].Cl.C([O-])(=O)C.[Na+].[C:12](Cl)(=[O:19])[C:13]1[CH:18]=[CH:17][CH:16]=[CH:15][CH:14]=1.[OH-].[Na+]>O.C(O)(=O)C>[C:12]([NH:5][NH:4][C:1]([NH2:3])=[NH:2])(=[O:19])[C:13]1[CH:18]=[CH:17][CH:16]=[CH:15][CH:14]=1 |f:0.1,2.3,5.6|. Reported procedure: A four neck flask (2 liters) equipped with a thermometer and a stirrer was charged with 88.5 g (1.0 mol) of aminoguanidine hydrochloride, 205 g (2.5 mol) of sodium acetate and 1 liter of acetic acid and cooled down to 10° C. Dropwise added thereto was 154.5 g (1.1 mol) of benzoyl chloride while stirring, and stirring was continued at room temperature (20° C.) for 12 hours. After filtering off crystal, the mother liquid was concentrated to obtain an oily substance. This was dissolved in 1 liter o... The reactants are O=C([O-])[O-], CCCNCCc1cccc(OC)c1, BrC1CCCC1, [K+], [K+], O. Product: CCCN(CCc1cccc(OC)c1)C1CCCC1. As a reaction SMILES: [C:15](=[O:16])([O-:17])[O-:18].[CH3:1][O:2][c:3]1[cH:4][c:5]([CH2:9][CH2:10][NH:11][CH2:12][CH2:13][CH3:14])[cH:6][cH:7][cH:8]1.[CH:21]1([Br:26])[CH2:22][CH2:23][CH2:24][CH2:25]1.[K+:19].[K+:20].[OH2:27]>>[CH3:1][O:2][c:3]1[cH:4][c:5]([CH2:9][CH2:10][N:11]([CH2:12][CH2:13][CH3:14])[CH:21]2[CH2:22][CH2:23][CH2:24][CH2:25]2)[cH:6][cH:7][cH:8]1. Procedure: 1-Methyl-5-(4,4,5,5-tetramethyl-1,3,2-dioxaborolan-2-yl)pyridin-2-one was treated with 2-bromo-1-(cyclopropylmethoxy)-4-methylsulfonylbenzene in a manner similar to Example 94 to give the title compound. 1H NMR (CDCl3, 400 MHz): δ 7.86 (dd, J1=8.8 Hz, J2=2.4 Hz, 1H), 7.81 (d, J=2.0 Hz, 1H), 7.68-765 (m, 2H), 7.03 (d, J=8.4 Hz, 1H), 6.66 (d, J=8.8 Hz, 1H), 3.95 (d, J=6.8 Hz, 2H), 3.64 (s, 3H), 3.07 (s, 3H), 1.28-1.25 (m, 1H), 0.69-0.65 (m, 2H), 0.34-0.38 (m, 2H). LCMS (M+H)+ 334. Product: C1(CC1)COC1=C(C=C(C=C1)S(=O)(=O)C)C=1C=CC(N(C1)C)=O (5-[2-(cyclopropylmethoxy)-5-methylsulfonylphenyl]-1-methylpyridin-2-one). The reactants are CN1C(C=CC(=C1)B1OC(C(O1)(C)C)(C)C)=O (1-Methyl-5-(4,4,5,5-tetramethyl-1,3,2-dioxaborolan-2-yl)pyridin-2-one), BrC1=C(C=CC(=C1)S(=O)(=O)C)OCC1CC1 (2-bromo-1-(cyclopropylmethoxy)-4-methylsulfonylbenzene). RXN SMILES: [CH3:1][N:2]1[CH:7]=[C:6](B2OC(C)(C)C(C)(C)O2)[CH:5]=[CH:4][C:3]1=[O:17].Br[C:19]1[CH:24]=[C:23]([S:25]([CH3:28])(=[O:27])=[O:26])[CH:22]=[CH:21][C:20]=1[O:29][CH2:30][CH:31]1[CH2:33][CH2:32]1>>[CH:31]1([CH2:30][O:29][C:20]2[CH:19]=[CH:24][C:23]([S:25]([CH3:28])(=[O:27])=[O:26])=[CH:22][C:21]=2[C:6]2[CH:5]=[CH:4][C:3](=[O:17])[N:2]([CH3:1])[CH:7]=2)[CH2:32][CH2:33]1. The reactants are N1CCSCC1 (Thiomorpholine), C(=O)(Cl)Cl (Phosgene), N1(CCOCC1)CC1=CC2=C(NC(=N2)C2=NNC=C2N)C=C1 (3-(5-morpholin-4-ylmethyl-1H-benzimidazol-2-yl)-1H-pyrazol-4-ylamine), C(=O)(Cl)Cl (phosgene). The solvent is C1(=CC=CC=C1)C.C(Cl)Cl (toluene DCM). Conditions: time 1 hour. Product: N1(CCOCC1)CC1=CC2=C(NC(=N2)C2=NNC=C2NC(=O)N2CCSCC2)C=C1 (thiomorpholine-4-carboxylic acid [3-(5-morpholin-4-ylmethyl-1H-benzoimidazol-2-yl)-1H-pyrazol-4-yl]-amide). Reaction SMILES: [C:1](Cl)(Cl)=[O:2].[N:5]1([CH2:11][C:12]2[CH:26]=[CH:25][C:15]3[NH:16][C:17]([C:19]4[C:23]([NH2:24])=[CH:22][NH:21][N:20]=4)=[N:18][C:14]=3[CH:13]=2)[CH2:10][CH2:9][O:8][CH2:7][CH2:6]1.[NH:27]1[CH2:32][CH2:31][S:30][CH2:29][CH2:28]1>C1(C)C=CC=CC=1.C(Cl)Cl>[N:5]1([CH2:11][C:12]2[CH:26]=[CH:25][C:15]3[NH:16][C:17]([C:19]4[C:23]([NH:24][C:1]([N:27]5[CH2:32][CH2:31][S:30][CH2:29][CH2:28]5)=[O:2])=[CH:22][NH:21][N:20]=4)=[N:18][C:14]=3[CH:13]=2)[CH2:10][CH2:9][O:8][CH2:7][CH2:6]1 |f:3.4|. Procedure: Phosgene (20% in toluene) (0.3 ml) was added at 0° C. to a solution of 3-(5-morpholin-4-ylmethyl-1H-benzimidazol-2-yl)-1H-pyrazol-4-ylamine (100 mg, 0.33 mmol) in a mixture of toluene/DCM (1:1). The reaction was stirred at ambient temperature for 1 hour then the excess phosgene was blown off by a stream of nitrogen. Thiomorpholine (35 mg, 0.33 mmol) was added and the reaction was stirred at ambient temperature for 1 hour then at 60° C. for 1 hour. The mixture was then concentrated in vacuo and t... Reactants: BrCC(=O)C=1C(=NOC1C1=CC=C(C=C1)Br)C (2-bromo-1-[5-(4-bromo-phenyl)-3-methyl-isoxazol-4-yl]-ethanone), FC(C=1C=C(C=CC1)CS)(F)F ((3-trifluoromethyl-phenyl)-methanethiol). Yields the product BrC1=CC=C(C=C1)C1=C(C(=NO1)C)C(CSCC1=CC(=CC=C1)C(F)(F)F)=O (1-[5-(4-Bromo-phenyl)-3-methyl-isoxazol-4-yl]-2-(3-trifluoromethyl-benzylsulfanyl)-ethanone). Reaction SMILES: Br[CH2:2][C:3]([C:5]1[C:6]([CH3:17])=[N:7][O:8][C:9]=1[C:10]1[CH:15]=[CH:14][C:13]([Br:16])=[CH:12][CH:11]=1)=[O:4].[F:18][C:19]([F:29])([F:28])[C:20]1[CH:21]=[C:22]([CH2:26][SH:27])[CH:23]=[CH:24][CH:25]=1>>[Br:16][C:13]1[CH:14]=[CH:15][C:10]([C:9]2[O:8][N:7]=[C:6]([CH3:17])[C:5]=2[C:3](=[O:4])[CH2:2][S:27][CH2:26][C:22]2[CH:23]=[CH:24][CH:25]=[C:20]([C:19]([F:18])([F:28])[F:29])[CH:21]=2)=[CH:11][CH:12]=1. Reported procedure: Prepared according to the procedure described in Example 3, Step 7, using 2-bromo-1-[5-(4-bromo-phenyl)-3-methyl-isoxazol-4-yl]-ethanone and (3-trifluoromethyl-phenyl)-methanethiol. Reactants: C(C)(=O)N[C@]1(CNC[C@@H]1CCCB1OC(C(O1)(C)C)(C)C)C(=O)NC(C)(C)C ((3R,4S)-3-acetamido-N-tert-butyl-4-(3-(4,4,5,5-tetramethyl-1,3,2-dioxaborolan-2-yl)propyl)pyrrolidine-3-carboxamide), C(=O)(OCC)C1CCC(CC1)=O (4-carbethoxycyclohexanone), S(=O)(=O)([O-])[O-].[Na+].[Na+] (sodium sulfate), C(C)(=O)O (acetic acid), C(C)(=O)O[BH-](OC(C)=O)OC(C)=O.[Na+] (sodium triacetoxyborohydride), C([O-])([O-])=O.[Na+].[Na+] (sodium carbonate). The solvent is ClCCCl (1,2-dichloroethane). Reaction conditions: temperature 40 celsius, time 3 hour. Yields the product N[C@]1(CN(C[C@@H]1CCCB(O)O)C1CCC(CC1)C(=O)O)C(=O)O ((3R,4S)-3-amino-4-(3-boronopropyl)-1-(4-carboxycyclohexyl)pyrrolidine-3-carboxylic acid). Isolated yield 78.9%. RXN SMILES: C([NH:4][C@:5]1([C:22](NC(C)(C)C)=[O:23])[C@@H:9]([CH2:10][CH2:11][CH2:12][B:13]2[O:17]C(C)(C)C(C)(C)[O:14]2)[CH2:8][NH:7][CH2:6]1)(=O)C.[C:29]([CH:34]1[CH2:39][CH2:38][C:37](=O)[CH2:36][CH2:35]1)([O:31]CC)=[O:30].S([O-])([O-])(=O)=[O:42].[Na+].[Na+].C(O)(=O)C.C(O[BH-](OC(=O)C)OC(=O)C)(=O)C.[Na+].C(=O)([O-])[O-].[Na+].[Na+]>ClCCCl>[NH2:4][C@:5]1([C:22]([OH:23])=[O:42])[C@@H:9]([CH2:10][CH2:11][CH2:12][B:13]([OH:14])[OH:17])[CH2:8][N:7]([CH:37]2[CH2:38][CH2:39][CH:34]([C:29]([OH:31])=[O:30])[CH2:35][CH2:36]2)[CH2:6]1 |f:2.3.4,6.7,8.9.10|. Procedure details: A stirred solution of (3R,4S)-3-acetamido-N-tert-butyl-4-(3-(4,4,5,5-tetramethyl-1,3,2-dioxaborolan-2-yl)propyl)pyrrolidine-3-carboxamide (Example 8, step 4) (198 mg, 0.5 mmol) and 4-carbethoxycyclohexanone (0.170 g, 1.0 mmol) in anhydrous 1,2-dichloroethane (5 mL) was treated with anhydrous sodium sulfate (1 g) and glacial acetic acid (30 mg, 0.5 mmol), stirred at 40° C. for 3 h, then cooled to room temperature and treated with sodium triacetoxyborohydride (276 mg, 1.3 mmol) and stirred for 18 ...